Dataset: the Open Reaction Database (ORD), a public repository of structured organic reaction records. Task: describe an organic reaction: reactants, conditions, products, and yield Reactants: C=CCCC(CCC=C)(C(=O)OC)c1cccc(F)c1, ClCCl. Yields the product COC(=O)C1(c2cccc(F)c2)CCC=CCC1. As a reaction SMILES: [CH3:1][O:2][C:3]([C:4]([CH2:5][CH2:6][CH:7]=[CH2:8])([c:9]1[cH:10][c:11]([F:15])[cH:12][cH:13][cH:14]1)[CH2:16][CH2:17][CH:18]=[CH2:19])=[O:20].[Cl:21][CH2:22][Cl:23]>>[CH3:1][O:2][C:3]([C:4]1([c:9]2[cH:10][c:11]([F:15])[cH:12][cH:13][cH:14]2)[CH2:5][CH2:6][CH:19]=[CH:18][CH2:17][CH2:16]1)=[O:20].